This data is from the Open Reaction Database (ORD), a public repository of structured organic reaction records. The task is: describe an organic reaction: reactants, conditions, products, and yield The reactants are C1CCOC1, CCOC(=O)CNC(=O)OCCOCCNC(=O)OCCOCCNC(=O)OCCOCCNC(=O)OCCOCCNC(=O)OCCOCCNC(=O)OCCOCCNC(=O)OC(C)(C)C, [Li+], [OH-]. Product: CC(C)(C)OC(=O)NCCOCCOC(=O)NCCOCCOC(=O)NCCOCCOC(=O)NCCOCCOC(=O)NCCOCCOC(=O)NCCOCCOC(=O)NCC(=O)O. RXN SMILES: [CH2:71]1[O:72][CH2:73][CH2:74][CH2:75]1.[CH3:1][C:2]([O:3][C:4]([NH:5][CH2:6][CH2:7][O:8][CH2:9][CH2:10][O:11][C:12]([NH:13][CH2:14][CH2:15][O:16][CH2:17][CH2:18][O:19][C:20]([NH:21][CH2:22][CH2:23][O:24][CH2:25][CH2:26][O:27][C:28]([NH:29][CH2:30][CH2:31][O:32][CH2:33][CH2:34][O:35][C:36]([NH:37][CH2:38][CH2:39][O:40][CH2:41][CH2:42][O:43][C:44]([NH:45][CH2:46][CH2:47][O:48][CH2:49][CH2:50][O:51][C:52]([NH:53][CH2:54][C:55](=[O:56])[O:57][CH2:58][CH3:59])=[O:60])=[O:61])=[O:62])=[O:63])=[O:64])=[O:65])=[O:66])([CH3:67])[CH3:68].[Li+:69].[OH-:70]>>[CH3:1][C:2]([O:3][C:4]([NH:5][CH2:6][CH2:7][O:8][CH2:9][CH2:10][O:11][C:12]([NH:13][CH2:14][CH2:15][O:16][CH2:17][CH2:18][O:19][C:20]([NH:21][CH2:22][CH2:23][O:24][CH2:25][CH2:26][O:27][C:28]([NH:29][CH2:30][CH2:31][O:32][CH2:33][CH2:34][O:35][C:36]([NH:37][CH2:38][CH2:39][O:40][CH2:41][CH2:42][O:43][C:44]([NH:45][CH2:46][CH2:47][O:48][CH2:49][CH2:50][O:51][C:52]([NH:53][CH2:54][C:55](=[O:56])[OH:57])=[O:60])=[O:61])=[O:62])=[O:63])=[O:64])=[O:65])=[O:66])([CH3:67])[CH3:68].